Dataset: the Open Reaction Database (ORD), a public repository of structured organic reaction records. Task: describe an organic reaction: reactants, conditions, products, and yield Starting materials: NC(CC1=CC=CC=C1)C(=O)O (DL-phenyl alanine), l-N-methyl ephedrine, salicyl aldehyde, CO (methanol). Conditions: time 2 hour. The product is l-N-methyl ephedrine, C(C=1C(O)=CC=CC1)=N[C@H](CC1=CC=CC=C1)C(=O)O (N-salicyliden-D-phenyl alanine). Reaction SMILES: [NH2:1][CH:2]([C:10]([OH:12])=[O:11])[CH2:3][C:4]1[CH:9]=[CH:8][CH:7]=[CH:6][CH:5]=1.[CH3:13][OH:14]>>[CH:6](=[N:1][C@@H:2]([C:10]([OH:12])=[O:11])[CH2:3][C:4]1[CH:9]=[CH:8][CH:7]=[CH:6][CH:5]=1)[C:5]1[C:13](=[CH:10][CH:2]=[CH:3][CH:4]=1)[OH:14]. Procedure details: A mixture of 12.4 g (0.075 mol) of DL-phenyl alanine, 15.5 g (0.086 mol) of l-N-methyl ephedrine, 10.5 g (0.086 mol) of salicyl aldehyde and 135 ml of methanol was stirred at room temperature for about 2 hours until dissolution was complete. The solvent was removed under reduced pressure and the oily residue taken up in 170 ml of ethyl acetate. The clear solution was seeded with a crystal of the salt of l-N-methyl ephedrine and N-salicyliden-D-phenyl alanine, whereupon a yellow crystal magma for... As a reaction SMILES: [C:1]1([CH:7]2[C:16]3[C:11]4=[C:12]([CH:22]([C:25]5[CH:30]=[CH:29][CH:28]=[CH:27][CH:26]=5)[CH2:23][CH2:24][N:10]4[CH2:9][CH2:8]2)[CH:13]=[C:14]([C:17]([O:19]CC)=[O:18])[CH:15]=3)[CH:6]=[CH:5][CH:4]=[CH:3][CH:2]=1.[OH-].[Na+]>CCO>[C:25]1([CH:22]2[C:12]3[C:11]4=[C:16]([CH:7]([C:1]5[CH:6]=[CH:5][CH:4]=[CH:3][CH:2]=5)[CH2:8][CH2:9][N:10]4[CH2:24][CH2:23]2)[CH:15]=[C:14]([C:17]([OH:19])=[O:18])[CH:13]=3)[CH:26]=[CH:27][CH:28]=[CH:29][CH:30]=1 |f:1.2|. Reported procedure: A solution of ethyl 1,7-diphenyl-1,2,3,5,6,7-hexahydropyrido[3,2,1-ij]quinoline-9-carboxylate (13), (4 g, 10 mmol), in EtOH (40 mL) was subjected to saponification reaction using 2N NaOH (40 mL). The residue was isolated in a typical aqueous workup and purified by MPLC (medium pressure liquid chromatography) using silica gel column with 30 to 40% EtOAc:Hexane to give 1,7-diphenyl-1,2,3,5,6,7-hexahydropyrido[3,2,1-ij]quinoline-9-carboxylic acid (14), (2 g 54%). The product is C1(=CC=CC=C1)C1CCN2C3=C(C=C(C=C13)C(=O)O)C(CC2)C2=CC=CC=C2 (1,7-diphenyl-1,2,3,5,6,7-hexahydropyrido[3,2,1-ij]quinoline-9-carboxylic acid). The solvent is CCO (EtOH). Reactants: C1(=CC=CC=C1)C1CCN2C3=C(C=C(C=C13)C(=O)OCC)C(CC2)C2=CC=CC=C2 (ethyl 1,7-diphenyl-1,2,3,5,6,7-hexahydropyrido[3,2,1-ij]quinoline-9-carboxylate), [OH-].[Na+] (NaOH). Starting materials: C(#N)C1=C(OC(C#C)(C)C)C=CC=C1F (3-(2-cyano-3-fluorophenoxy)-3-methyl-1-butyne). Run in ClC1=C(C=CC=C1)Cl (1,2-dichlorobenzene), ClC1=C(C=CC=C1)Cl (1,2-dichlorobenzene). The product is 37.0, C(#N)C1=C(C=CC=2C=CC(OC21)(C)C)F (8-cyano-2,2-dimethyl-7-fluoro-2H-1-benzopyran). RXN SMILES: [C:1]([C:3]1[C:14]([F:15])=[CH:13][CH:12]=[CH:11][C:4]=1[O:5][C:6]([CH3:10])([CH3:9])[C:7]#[CH:8])#[N:2]>ClC1C=CC=CC=1Cl>[C:1]([C:3]1[C:4]2[O:5][C:6]([CH3:10])([CH3:9])[CH:7]=[CH:8][C:11]=2[CH:12]=[CH:13][C:14]=1[F:15])#[N:2]. Procedure details: One thousand mL of stirred, 1,2-dichlorobenzene was heated to 180 ° C., and a solution of 75.0 grams (0.37 mole) of 3-(2-cyano-3-fluorophenoxy)-3-methyl-1-butyne in 100 mL of 1,2-dichlorobenzene was added dropwise. Upon completion of the addition, the reaction mixture was stirred at 180° C. for one hour, after which the reaction mixture was cooled and subjected to column chromatography on silica gel. The 1,2-dichlorobenzene solvent was separated by elution with hexane. The product was removed fr... The reactants are [C@H]12[C@H](NC[C@@H]2CCC1)CNC(=O)C1=C(N=C2SC=CN21)C (6-methyl-imidazo[2,1-b]thiazole-5-carboxylic acid-[(1S,2S,5R)-3-aza-bicyclo[3.3.0]oct-2-ylmethyl]-amide), FC1=CC=C(C=C1)C=1C(=CC=CC1)C(=O)O (4′-fluoro-biphenyl-2-carboxylic acid). The product is FC1=CC=C(C=C1)C=1C(=CC=CC1)C(=O)N1[C@@H]([C@H]2CCC[C@H]2C1)CNC(=O)C1=C(N=C2SC=CN21)C (6-Methyl-imidazo[2,1-b]thiazole-5-carboxylic acid-(1S,2S,5R)-[3-(4′-fluoro-biphenyl-2-carbonyl)-3-aza-bicyclo[3.3.0]oct-2-ylmethyl]-amide). As a reaction SMILES: [C@H:1]12[CH2:8][CH2:7][CH2:6][C@H:5]1[CH2:4][NH:3][C@@H:2]2[CH2:9][NH:10][C:11]([C:13]1[N:20]2[C:16]([S:17][CH:18]=[CH:19]2)=[N:15][C:14]=1[CH3:21])=[O:12].[F:22][C:23]1[CH:28]=[CH:27][C:26]([C:29]2[C:30]([C:35](O)=[O:36])=[CH:31][CH:32]=[CH:33][CH:34]=2)=[CH:25][CH:24]=1>>[F:22][C:23]1[CH:24]=[CH:25][C:26]([C:29]2[C:30]([C:35]([N:3]3[CH2:4][C@H:5]4[C@H:1]([CH2:8][CH2:7][CH2:6]4)[C@H:2]3[CH2:9][NH:10][C:11]([C:13]3[N:20]4[C:16]([S:17][CH:18]=[CH:19]4)=[N:15][C:14]=3[CH3:21])=[O:12])=[O:36])=[CH:31][CH:32]=[CH:33][CH:34]=2)=[CH:27][CH:28]=1. Reported procedure: prepared by reaction of 6-methyl-imidazo[2,1-b]thiazole-5-carboxylic acid-[(1S,2S,5R)-3-aza-bicyclo[3.3.0]oct-2-ylmethyl]-amide with commercially available 4′-fluoro-biphenyl-2-carboxylic acid.